Dataset: the Open Reaction Database (ORD), a public repository of structured organic reaction records. Task: describe an organic reaction: reactants, conditions, products, and yield Starting materials: O=S(=O)(Cl)c1c(Cl)cc(Cl)cc1Cl, CCOC(=O)C(=O)c1csc(N)n1. Yields the product CCOC(=O)C(=O)c1csc(NS(=O)(=O)c2c(Cl)cc(Cl)cc2Cl)n1. RXN SMILES: [Cl:14][c:15]1[c:16]([S:23](=[O:24])(=[O:25])[Cl:26])[c:17]([Cl:22])[cH:18][c:19]([Cl:21])[cH:20]1.[NH2:1][c:2]1[s:3][cH:4][c:5]([C:7]([C:8](=[O:9])[O:10][CH2:11][CH3:12])=[O:13])[n:6]1>>[NH:1]([c:2]1[s:3][cH:4][c:5]([C:7]([C:8](=[O:9])[O:10][CH2:11][CH3:12])=[O:13])[n:6]1)[S:23]([c:16]1[c:15]([Cl:14])[cH:20][c:19]([Cl:21])[cH:18][c:17]1[Cl:22])(=[O:24])=[O:25].